describe an organic reaction: reactants, conditions, products, and yield From a dataset of the Open Reaction Database (ORD), a public repository of structured organic reaction records. The reactants are [H-].[Al+3].[Li+].[H-].[H-].[H-] (lithium aluminum hydride), C(C1=CC=CC=C1)(=O)NCC1C2(OCCO2)CCCC1(C1=CC=CC=C1)C1=CC=CC=C1 ((RS)-6-benzamidomethyl-7,7-diphenyl-1,4-dioxaspiro[4.5]decane), O (water). Solvent: O1CCCC1 (tetrahydrofuran), O1CCCC1 (tetrahydrofuran). The product is C(C1=CC=CC=C1)NCC1C2(OCCO2)CCCC1(C1=CC=CC=C1)C1=CC=CC=C1 ((RS)-6-Benzylaminomethyl-7,7-diphenyl-1,4-dioxaspiro[4.5]decane). The yield is 84.2%. Reaction SMILES: [C:1]([NH:9][CH2:10][CH:11]1[C:20]([C:27]2[CH:32]=[CH:31][CH:30]=[CH:29][CH:28]=2)([C:21]2[CH:26]=[CH:25][CH:24]=[CH:23][CH:22]=2)[CH2:19][CH2:18][CH2:17][C:12]21[O:16][CH2:15][CH2:14][O:13]2)(=O)[C:2]1[CH:7]=[CH:6][CH:5]=[CH:4][CH:3]=1.[H-].[Al+3].[Li+].[H-].[H-].[H-].O>O1CCCC1>[CH2:1]([NH:9][CH2:10][CH:11]1[C:20]([C:27]2[CH:28]=[CH:29][CH:30]=[CH:31][CH:32]=2)([C:21]2[CH:22]=[CH:23][CH:24]=[CH:25][CH:26]=2)[CH2:19][CH2:18][CH2:17][C:12]21[O:13][CH2:14][CH2:15][O:16]2)[C:2]1[CH:3]=[CH:4][CH:5]=[CH:6][CH:7]=1 |f:1.2.3.4.5.6|. Procedure: A solution of (RS)-6-benzamidomethyl-7,7-diphenyl-1,4-dioxaspiro[4.5]decane (8.1 g) in anhydrous tetrahydrofuran (150 cc) is added dropwise, in the course of 1 hour 30 minutes and while the temperature of the reaction mixture is maintained at +5° C., to a suspension, cooled to +5° C. of lithium aluminum hydride (1.9 g) in anhydrous tetrahydrofuran (60 cc), and the mixture is then brought to reflux for 24 hours. The reaction mixture is then cooled to +5° C., treated with distilled water (2.1 cc),... Starting materials: C(C)(C)(C)OC(C1=CC=C(C=C1)C[C@@H](C(=O)O)C1=CC=C(C=C1)C1=CCC(CC1)C(C)(C)C)=O (4-{(R)-2-[4-(4-tert-Butyl-cyclohex-1-enyl)-phenyl]-2-carboxy-ethyl}-benzoic acid tert-butyl ester), [H][H] (hydrogen). The reagents and catalysts are [Pd] (palladium on carbon). Run in C(C)(=O)OCC (ethyl acetate). Product: C(C)(C)(C)OC(C1=CC=C(C=C1)C[C@@H](C(=O)O)C1=CC=C(C=C1)[C@@H]1CC[C@@H](CC1)C(C)(C)C)=O (4-{(R)-2-[4-(4-(cis)-tert-Butyl-cyclohexyl)-phenyl]-2-carboxy-ethyl}-benzoic acid tert-butyl ester). Reaction SMILES: [C:1]([O:5][C:6](=[O:34])[C:7]1[CH:12]=[CH:11][C:10]([CH2:13][C@H:14]([C:18]2[CH:23]=[CH:22][C:21]([C:24]3[CH2:29][CH2:28][CH:27]([C:30]([CH3:33])([CH3:32])[CH3:31])[CH2:26][CH:25]=3)=[CH:20][CH:19]=2)[C:15]([OH:17])=[O:16])=[CH:9][CH:8]=1)([CH3:4])([CH3:3])[CH3:2].[H][H]>C(OCC)(=O)C.[Pd]>[C:1]([O:5][C:6](=[O:34])[C:7]1[CH:12]=[CH:11][C:10]([CH2:13][C@H:14]([C:18]2[CH:19]=[CH:20][C:21]([C@H:24]3[CH2:25][CH2:26][C@@H:27]([C:30]([CH3:33])([CH3:32])[CH3:31])[CH2:28][CH2:29]3)=[CH:22][CH:23]=2)[C:15]([OH:17])=[O:16])=[CH:9][CH:8]=1)([CH3:4])([CH3:3])[CH3:2]. Procedure details: To a solution of 4-{(R)-2-[4-(4-tert-Butyl-cyclohex-1-enyl)-phenyl]-2-carboxy-ethyl}-benzoic acid tert-butyl ester (3.0 g) in ethyl acetate (100 mL) added 10% palladium on carbon (300 mg). The mixture was stirred under a balloon filled with hydrogen, until proton NMR indicated the disappearance of the olefinic signal. The reaction was filtered through a plug of celite, and the filtrate was concentrated under reduced pressure to give a mixture of cis/trans isomers (in a ratio of 1:1, based on 1H ... The reactants are 2B, O1COC2=C1C=CC(=C2)O (1,3-benzodioxol-5-ol), O1CCC2=C1C=CC(=C2)O (2,3-dihydrobenzofuran-5-ol), C1(CC1)CCN1C(C(C2=CC=CC=C12)=O)=O (1-(2-cyclopropylethyl)-1H-indole-2,3-dione), C1(=CC=CC=C1)C(N1C(C(C2=CC=CC=C12)=O)=O)C1=CC=CC=C1 (1-(diphenylmethyl)-1H-indole-2,3-dione). The product is C1(=CC=CC=C1)C(N1C(C(C2=CC=CC=C12)(C1=CC2=C(CCO2)C=C1O)O)=O)C1=CC=CC=C1 (1-(diphenylmethyl)-3-hydroxy-3-(5-hydroxy-2,3-dihydro-1-benzofuran-6-yl)-1,3-dihydro-2H-indol-2-one). RXN SMILES: O1C2C=CC(O)=CC=2OC1.[O:11]1[C:15]2[CH:16]=[CH:17][C:18]([OH:20])=[CH:19][C:14]=2[CH2:13][CH2:12]1.C1(CCN2C3C(=CC=CC=3)C(=O)C2=O)CC1.[C:37]1([CH:43]([C:55]2[CH:60]=[CH:59][CH:58]=[CH:57][CH:56]=2)[N:44]2[C:52]3[C:47](=[CH:48][CH:49]=[CH:50][CH:51]=3)[C:46](=[O:53])[C:45]2=[O:54])[CH:42]=[CH:41][CH:40]=[CH:39][CH:38]=1>>[C:55]1([CH:43]([C:37]2[CH:42]=[CH:41][CH:40]=[CH:39][CH:38]=2)[N:44]2[C:52]3[C:47](=[CH:48][CH:49]=[CH:50][CH:51]=3)[C:46]([OH:53])([C:17]3[C:18]([OH:20])=[CH:19][C:14]4[CH2:13][CH2:12][O:11][C:15]=4[CH:16]=3)[C:45]2=[O:54])[CH:56]=[CH:57][CH:58]=[CH:59][CH:60]=1. Procedure: Following the procedure as described in PREPARATION 2B, and making non-critical variations to replace 1,3-benzodioxol-5-ol with 2,3-dihydrobenzofuran-5-ol, (Alabaster, R. J., et al.; Synthesis (1988), 12:950-2) and 1-(2-cyclopropylethyl)-1H-indole-2,3-dione with 1-(diphenylmethyl)-1H-indole-2,3-dione, the title compound was obtained: MS (ES+) m/z 472.2 (M+23). The reactants are NC(C(O)C=1C=NC(=CC1)Cl)CC1=CC=C(C=C1)C(F)(F)F ((1RS,2SR)-2-amino-1-(6-chloro-3-pyridyl)-3-(4-(trifluoromethyl)phenyl)-1-propanol), C1(=CC=CC=C1)CCC(=O)Cl (3-phenylpropionyl chloride), C(O)([O-])=O.[Na+] (sodium hydrogen carbonate). Solvent: C(C)(=O)OCC (ethyl acetate), O (water). Reaction conditions: time 8 hour. Product: ClC1=CC=C(C=N1)C(C(CC1=CC=C(C=C1)C(F)(F)F)NC(CCC1=CC=CC=C1)=O)O (N-((1RS,2SR)-2-(6-chloro-3-pyridyl)-2-hydroxy-1-((4-(trifluoromethyl)phenyl)methyl)ethyl)-3-phenylpropanamide). The yield is 85.8%. Reaction SMILES: [NH2:1][CH:2]([CH2:12][C:13]1[CH:18]=[CH:17][C:16]([C:19]([F:22])([F:21])[F:20])=[CH:15][CH:14]=1)[CH:3]([C:5]1[CH:6]=[N:7][C:8]([Cl:11])=[CH:9][CH:10]=1)[OH:4].[C:23]1([CH2:29][CH2:30][C:31](Cl)=[O:32])[CH:28]=[CH:27][CH:26]=[CH:25][CH:24]=1.C(=O)([O-])O.[Na+]>C(OCC)(=O)C.O>[Cl:11][C:8]1[N:7]=[CH:6][C:5]([CH:3]([OH:4])[CH:2]([NH:1][C:31](=[O:32])[CH2:30][CH2:29][C:23]2[CH:28]=[CH:27][CH:26]=[CH:25][CH:24]=2)[CH2:12][C:13]2[CH:18]=[CH:17][C:16]([C:19]([F:22])([F:21])[F:20])=[CH:15][CH:14]=2)=[CH:10][CH:9]=1 |f:2.3|. Procedure: To a solution of (1RS,2SR)-2-amino-1-(6-chloro-3-pyridyl)-3-(4-(trifluoromethyl)phenyl)-1-propanol (250 mg, 0.76 mmol) in ethyl acetate (10 ml) were added 3-phenylpropionyl chloride (168 ml, 1.13 mmol) and saturated aqueous sodium hydrogen carbonate (10 ml), and the mixture was stirred overnight at room temperature. The reaction solution was diluted with water (100 ml) and extracted with ethyl acetate (100 ml×2). The extract was washed with saturated brine, dried over anhydrous magnesium sulfate...